Dataset: the Open Reaction Database (ORD), a public repository of structured organic reaction records. Task: describe an organic reaction: reactants, conditions, products, and yield The reactants are C[Mg]Br (methylmagnesium bromide), Cl (hydrochloric acid), ClC1=CC=C(C=C1)N1N=CC(=C(C1=O)C#N)C(F)(F)F (2-(4-chlorophenyl)-4-cyano-5-trifluoromethylpyridazin-3-one), compound 1-15. The solvent is O1CCCC1 (tetrahydrofuran), O1CCCC1 (tetrahydrofuran). Product: ClC1=CC=C(C=C1)N1N=CC(=C(C1=O)C)C(F)(F)F (2-(4-chlorophenyl)-4-methyl-5-trifluoromethylpyridazin-3-one). As a reaction SMILES: [Cl:1][C:2]1[CH:7]=[CH:6][C:5]([N:8]2[C:13](=[O:14])[C:12]([C:15]#N)=[C:11]([C:17]([F:20])([F:19])[F:18])[CH:10]=[N:9]2)=[CH:4][CH:3]=1.C[Mg]Br.Cl>O1CCCC1>[Cl:1][C:2]1[CH:3]=[CH:4][C:5]([N:8]2[C:13](=[O:14])[C:12]([CH3:15])=[C:11]([C:17]([F:19])([F:18])[F:20])[CH:10]=[N:9]2)=[CH:6][CH:7]=1. Procedure: After 3.0 g of 2-(4-chlorophenyl)-4-cyano-5-trifluoromethylpyridazin-3-one (The present compound 1-15) is dissolved in 30 mL of anhydrous tetrahydrofuran, 4.0 mL of methylmagnesium bromide (3.0M diethyl ether solution) is dropped to the tetrahydrofuran solution at 0° C. and stirred for hour. Afterwards, the reaction solution is poured into diluted hydrochloric acid, and extracted with ethyl acetate. The organic layer is washed, in order, with water and aqueous saturated sodium chloride. After dr... The reactants are CC(=O)N1CCC(N2CCc3ccccc32)C(CO)C1, CCO, [Na+], [OH-], O. Yields the product OCC1CNCCC1N1CCc2ccccc21. Reaction SMILES: [C:3](=[O:4])([CH3:5])[N:6]1[CH2:7][CH:8]([CH2:21][OH:22])[CH:9]([N:12]2[CH2:13][CH2:14][c:15]3[cH:16][cH:17][cH:18][cH:19][c:20]32)[CH2:10][CH2:11]1.[CH3:24][CH2:25][OH:26].[Na+:2].[OH-:1].[OH2:23]>>[NH:6]1[CH2:7][CH:8]([CH2:21][OH:22])[CH:9]([N:12]2[CH2:13][CH2:14][c:15]3[cH:16][cH:17][cH:18][cH:19][c:20]32)[CH2:10][CH2:11]1. The reactants are OC1=CC(N(C=C1)CCC1=CC=C(C=C1)CO)=O (4-Hydroxy-1-[2-(4-hydroxymethyl-phenyl)-ethyl]-1H-pyridin-2-one), BrCC1=COC=C1 (3-bromomethyl-furan), C([O-])([O-])=O.[K+].[K+] (potassium carbonate). The solvent is CN(C)C=O (DMF). Reaction conditions: time 8 hour. The product is O1C=C(C=C1)COC1=CC(N(C=C1)CCC1=CC=C(C=C1)CO)=O (4-(Furan-3-ylmethoxy)-1-[2-(4-hydroxymethyl-phenyl)-ethyl]-1H-pyridin-2-one). RXN SMILES: [OH:1][C:2]1[CH:7]=[CH:6][N:5]([CH2:8][CH2:9][C:10]2[CH:15]=[CH:14][C:13]([CH2:16][OH:17])=[CH:12][CH:11]=2)[C:4](=[O:18])[CH:3]=1.Br[CH2:20][C:21]1[CH:25]=[CH:24][O:23][CH:22]=1.C(=O)([O-])[O-].[K+].[K+]>CN(C=O)C>[O:23]1[CH:24]=[CH:25][C:21]([CH2:20][O:1][C:2]2[CH:7]=[CH:6][N:5]([CH2:8][CH2:9][C:10]3[CH:15]=[CH:14][C:13]([CH2:16][OH:17])=[CH:12][CH:11]=3)[C:4](=[O:18])[CH:3]=2)=[CH:22]1 |f:2.3.4|. Procedure: To 582 mg (2.37 mmol) 4-hydroxy-1-[2-(4-hydroxymethyl-phenyl)-ethyl]-1H-pyridin-2-one (preparation 2b) in 10 mL DMF is added 0.76 g (4.74 mmol) 3-bromomethyl-furan and 0.98 g (7.12 mmol) potassium carbonate. The reaction mixture is stirred overnight at RT, filtered and is directly transferred to a reverse HPLC for purification (Zorbax stable bond C18; water (0.15% formic acid)/acetonitrile 95:5 to 10:90). The reactants are CS(=O)(=O)N1C=CC2=CC=C(C=C12)[N+](=O)[O-] (N-methanesulfonyl-6-nitroindole). Reagents/catalysts: [Pt]=O (platinum oxide). Solvent: CO (methanol). Reaction conditions: time 1 hour. The product is CS(=O)(=O)N1C=CC2=CC=C(C=C12)N (N-methanesulfonyl-6-aminoindole). RXN SMILES: [CH3:1][S:2]([N:5]1[C:13]2[C:8](=[CH:9][CH:10]=[C:11]([N+:14]([O-])=O)[CH:12]=2)[CH:7]=[CH:6]1)(=[O:4])=[O:3]>CO.[Pt]=O>[CH3:1][S:2]([N:5]1[C:13]2[C:8](=[CH:9][CH:10]=[C:11]([NH2:14])[CH:12]=2)[CH:7]=[CH:6]1)(=[O:4])=[O:3]. Procedure details: A mixture of N-methanesulfonyl-6-nitroindole (2.52 g, 10.5 mmol, from above) and platinum oxide (119 mg, 0.52 mmol) in 100 ml of methanol was hydrogenated in a Parr apparatus for approximately 1 hr until a constant pressure was obtained (42 psi H2 initially). The catalyst was removed by filtration (Whatman GF/F filter) and the filtrate was concentrated by rotary evaporation to give N-methanesulfonyl-6-aminoindole, an oil which solidified on standing under an argon atmosphere. Starting materials: O (Water), COC(=O)C1=CC2=C(NC(CO2)=O)C=C1 (7-methoxycarbonyl-3-oxo-3,4-dihydro-2H-1,4-benzoxazine), [H-].[Na+] (sodium hydride), IC(C)C (2-iodopropane). Run in C(C)(=O)OCC (ethyl acetate), CN(C=O)C (dimethylformamide). Product: COC(=O)C1=CC2=C(N(C(CO2)=O)C(C)C)C=C1 (7-methoxycarbonyl-4-(2-propyl)-3-oxo-3,4-dihydro-2H-1,4-benzoxazine). The yield is 24.9%. Reaction SMILES: [CH3:1][O:2][C:3]([C:5]1[CH:15]=[CH:14][C:8]2[NH:9][C:10](=[O:13])[CH2:11][O:12][C:7]=2[CH:6]=1)=[O:4].[H-].[Na+].I[CH:19]([CH3:21])[CH3:20].O>CN(C)C=O.C(OCC)(=O)C>[CH3:1][O:2][C:3]([C:5]1[CH:15]=[CH:14][C:8]2[N:9]([CH:19]([CH3:21])[CH3:20])[C:10](=[O:13])[CH2:11][O:12][C:7]=2[CH:6]=1)=[O:4] |f:1.2|. Procedure: To a solution of 7-methoxycarbonyl-3-oxo-3,4-dihydro-2H-1,4-benzoxazine (1.00 g) in dimethylformamide (10 ml) were added 60% sodium hydride (in oil) (0.25 g) and 2-iodopropane (1.00 g) and the mixture was stirred at room temperature for a day. Water was added to the reaction solution and extraction with ethyl acetate was conducted. The solvent was distilled off under reduced pressure and the resulting residue was subjected to purification by column chromatography using ethyl acetate/hexane [1:4 ...